Dataset: the Open Reaction Database (ORD), a public repository of structured organic reaction records. Task: describe an organic reaction: reactants, conditions, products, and yield Starting materials: O=C([O-])[O-], COc1ccc2[nH]c(C)c(CC(=O)NC(CCCCCC(=O)O)C3=NC=C(c4ccc5ccccc5c4)[NH2+]3)c2c1, CCO, O=C([O-])C(F)(F)F, O=C(OC(=O)C(F)(F)F)C(F)(F)F, [Na+], [Na+], O, c1ccncc1. Product: COc1ccc2[nH]c(C)c(CC(=O)NC(CCCCCC(=O)C(F)(F)F)C3=NC=C(c4ccc5ccccc5c4)[NH2+]3)c2c1, O=C([O-])C(F)(F)F. As a reaction SMILES: [C:48](=[O:49])([O-:50])[O-:51].[C:8]([OH:9])(=[O:10])[CH2:11][CH2:12][CH2:13][CH2:14][CH2:15][CH:16]([NH:17][C:18]([CH2:19][c:20]1[c:21]([CH3:31])[nH:22][c:23]2[cH:24][cH:25][c:26]([O:29][CH3:30])[cH:27][c:28]12)=[O:32])[C:33]1=[N:37][CH:36]=[C:35]([c:38]2[cH:39][c:40]3[cH:41][cH:42][cH:43][cH:44][c:45]3[cH:46][cH:47]2)[NH2+:34]1.[CH3:73][CH2:74][OH:75].[F:1][C:2]([C:3](=[O:4])[O-:5])([F:6])[F:7].[F:54][C:55]([F:56])([F:57])[C:58]([O:65][C:59]([C:60]([F:61])([F:62])[F:63])=[O:64])=[O:66].[Na+:52].[Na+:53].[OH2:76].[cH:67]1[cH:68][cH:69][n:70][cH:71][cH:72]1>>[CH2:11]([CH2:12][CH2:13][CH2:14][CH2:15][CH:16]([NH:17][C:18]([CH2:19][c:20]1[c:21]([CH3:31])[nH:22][c:23]2[cH:24][cH:25][c:26]([O:29][CH3:30])[cH:27][c:28]12)=[O:32])[C:33]1=[N:37][CH:36]=[C:35]([c:38]2[cH:39][c:40]3[cH:41][cH:42][cH:43][cH:44][c:45]3[cH:46][cH:47]2)[NH2+:34]1)[C:59]([C:60]([F:61])([F:62])[F:63])=[O:64].[F:1][C:2]([C:3](=[O:4])[O-:5])([F:6])[F:7]. Starting materials: C1CCOC1, CN1CCNCC1, CN1CCNCC1, Cl, Cl, O=C(O)c1cc2ccccc2s1. Yields the product O=Cc1cc2ccccc2s1. RXN SMILES: [CH2:29]1[O:30][CH2:31][CH2:32][CH2:33]1.[CH3:10][N:11]1[CH2:12][CH2:13][NH:14][CH2:15][CH2:16]1.[CH3:3][N:4]1[CH2:5][CH2:6][NH:7][CH2:8][CH2:9]1.[ClH:1].[ClH:2].[s:17]1[c:18]([C:26](=[O:27])[OH:28])[cH:19][c:20]2[c:21]1[cH:22][cH:23][cH:24][cH:25]2>>[s:17]1[c:18]([CH:26]=[O:27])[cH:19][c:20]2[c:21]1[cH:22][cH:23][cH:24][cH:25]2. The reactants are CCNC(=O)[C@@H]1[C@H]([C@H]([C@@H](O1)N2C=NC3=C2N=CN=C3N)O)O ([3H]NECA), C1(CCCCC1)[C@@]1([C@H](O)[C@H](O)[C@@H](CO)O1)N1C=NC=2C(N)=NC=NC12 (cyclohexyladenosine), [Mg+2].[Cl-].[Cl-] (MgCl2). The solvent is C1(=CC=CC=C1)C(C)(C)NC=1N=C(C=2N=CN([C@H]3[C@H](O)[C@H](O)[C@@H](CO)O3)C2N1)N ((R)-2-[(phenylisopropyl)amino]adenosine). Run at time 60 minute. Yields the product [C@@H]1([C@H](O)[C@H](O)[C@@H](CO)O1)N1C=NC=2C(N)=NC=NC12 (Adenosine). Reaction SMILES: CCN[C:4]([C@H:6]1[O:10][C@@H:9]([N:11]2[C:15]3[N:16]=[CH:17][N:18]=[C:19]([NH2:20])[C:14]=3[N:13]=[CH:12]2)[C@H:8]([OH:21])[C@@H:7]1[OH:22])=[O:5].C1([C@@]2(N3C4N=CN=C(N)C=4N=C3)O[C@H](CO)[C@@H](O)[C@H]2O)CCCCC1.[Mg+2].[Cl-].[Cl-]>C1(C(NC2N=C(N)C3N=CN(C=3N=2)[C@@H]2O[C@H](CO)[C@@H](O)[C@H]2O)(C)C)C=CC=CC=1>[C@@H:9]1([N:11]2[C:15]3[N:16]=[CH:17][N:18]=[C:19]([NH2:20])[C:14]=3[N:13]=[CH:12]2)[O:10][C@H:6]([CH2:4][OH:5])[C@@H:7]([OH:22])[C@H:8]1[OH:21] |f:2.3.4|. Procedure details: Incubation tubes, in triplicate, receive 100 μl of [3H]NECA (94 nM in the assay), 100 μl of 1 μM cyclohexyladenosine (CHA), 100 μl of 100 mM MgCl2, 100 μl of 1 IU/ml adenosine deaminase, 100 μl of test compounds at various concentrations over the range of 10-10M to 10-4M diluted with assay buffer (50 mM Tris-HCl, pH 7.7) and 0.2 μl of membrane suspension (5 mg wet weight), in a final volume of 1 ml of 50 mM Tris-HCl, pH 7.7. Incubations are carried out at 25° C. for 60 minutes. Each tube is filt... Starting materials: C, CO, COC(=O)C=CC1(C)CCOCC1, [H][H], [Pd]. Yields the product COC(=O)CCC1(C)CCOCC1. As a reaction SMILES: [C:18].[CH3:16][OH:17].[CH3:1][O:2][C:3]([CH:4]=[CH:5][C:6]1([CH3:12])[CH2:7][CH2:8][O:9][CH2:10][CH2:11]1)=[O:13].[H:14][H:15].[Pd:19]>>[CH3:1][O:2][C:3]([CH2:4][CH2:5][C:6]1([CH3:12])[CH2:7][CH2:8][O:9][CH2:10][CH2:11]1)=[O:13]. The reactants are [N+](=O)([O-])C=1C=CC(=NC1)SCCOC(C1=CC(=CC=C1)Cl)=O (2-[(5-Nitro-2-pyridinyl)thio]ethyl-3-chlorobenzoate). Reagents/catalysts: [Pd] (Pd/C). Solvent: C1(=CC=CC=C1)C (toluene), CO (methanol). Reaction conditions: time 1 hour. The product is NC=1C=CC(=NC1)SCCOC(C1=CC(=CC=C1)Cl)=O (2-[(5-amino-2-pyridinyl)thio]ethyl-3-chlorobenzoate). Reaction SMILES: [N+:1]([C:4]1[CH:5]=[CH:6][C:7]([S:10][CH2:11][CH2:12][O:13][C:14](=[O:22])[C:15]2[CH:20]=[CH:19][CH:18]=[C:17]([Cl:21])[CH:16]=2)=[N:8][CH:9]=1)([O-])=O>C1(C)C=CC=CC=1.CO.[Pd]>[NH2:1][C:4]1[CH:5]=[CH:6][C:7]([S:10][CH2:11][CH2:12][O:13][C:14](=[O:22])[C:15]2[CH:20]=[CH:19][CH:18]=[C:17]([Cl:21])[CH:16]=2)=[N:8][CH:9]=1. Procedure details: A mixture of 2-[(5-nitro-2-pyridinyl)thio]ethyl 3-chlorobenzoate (5) (0.24 g, 0.71 mmol) and 10% Pd/C (0.10 g) in toluene or methanol was agitated under a hydrogen atmosphere (40 PSI) for 1 h. The reaction mixture was filtered through Celite® and concentrated to give 2-[(5-amino-2-pyridinyl)thio]ethyl-3-chlorobenzoate (51), LCMS: purity: 99%; MS (m/e): 309 (MH+), which was used without further purification. Acetyl chloride (4.6 μL, 0.064 mmol) was added to a room temperature solution of 2-[(5-am...